From a dataset of the Open Reaction Database (ORD), a public repository of structured organic reaction records. describe an organic reaction: reactants, conditions, products, and yield Reactants: C1(=CC=CC=C1)C=1N=CC2=C(N1)C=1CC3(CCC1N2)OCCO3 (2'-Phenyl-6',7',8',9'-tetrahydro-spiro[(1,3)dioxolane-2,8'(5H)-indolo[3,2-d]-pyrimidine]), S(O)(O)(=O)=O (sulfuric acid), [OH-].[NH4+] (ammonium hydroxide). The solvent is CO (methanol). Run at time 2 day. Product: C1(=CC=CC=C1)C=1N=CC2=C(N1)C=1CC(CCC1N2)=O (2-Phenyl-5,6,7,9-tetra-hydro-8H-indolo[3,2-d]-pyrimidin-8-one). RXN SMILES: [C:1]1([C:7]2[N:8]=[CH:9][C:10]3[NH:19][C:18]4[CH2:17][CH2:16][C:15]5(OCC[O:20]5)[CH2:14][C:13]=4[C:11]=3[N:12]=2)[CH:6]=[CH:5][CH:4]=[CH:3][CH:2]=1.S(=O)(=O)(O)O.[OH-].[NH4+]>CO>[C:1]1([C:7]2[N:8]=[CH:9][C:10]3[NH:19][C:18]4[CH2:17][CH2:16][C:15](=[O:20])[CH2:14][C:13]=4[C:11]=3[N:12]=2)[CH:2]=[CH:3][CH:4]=[CH:5][CH:6]=1 |f:2.3|. Procedure details: A mixture of 2'-Phenyl-6',7',8',9'-tetrahydro-spiro[(1,3)dioxolane-2,8'(5H)-indolo[3,2-d]-pyrimidine](200 mg), 3N sulfuric acid (1.5 mL) and methanol (1.5 mL) was kept at room temperature for 2 days. The reaction mixture was neutralized with 2N ammonium hydroxide and the product was extracted with methylene chloride. After drying over magnesium sulfate, the solvent was removed in vacuo and the residue was crystallized from ether/hexane to afford 2-Phenyl-5,6,7,9-tetra-hydro-8H-indolo[3,2-d]-pyri... Starting materials: COC(=O)c1ccc(OS(=O)(=O)C(F)(F)F)c(C2=CCCC2(C)C)c1, COC(=O)c1ccc(O)c(C2=CCCC2(C)C)c1, COC(=O)c1ccc(O)c(C=O)c1. Yields the product COC(=O)c1ccc(OS(=O)(=O)C(F)(F)F)c(C=O)c1. RXN SMILES: [CH3:14][C:15]1([CH3:16])[C:17]([c:18]2[cH:19][c:20]([C:25]([O:26][CH3:27])=[O:28])[cH:21][cH:22][c:23]2[O:30][S:31](=[O:24])(=[O:32])[C:34]([F:35])([F:36])[F:37])=[CH:29][CH2:33][CH2:38]1.[CH3:39][C:40]1([CH3:41])[C:42]([c:43]2[cH:44][c:45]([C:50]([O:51][CH3:52])=[O:53])[cH:46][cH:47][c:48]2[OH:49])=[CH:54][CH2:55][CH2:56]1.[CH:1](=[O:2])[c:3]1[cH:4][c:5]([C:6](=[O:7])[O:8][CH3:9])[cH:10][cH:11][c:12]1[OH:13]>>[CH:1](=[O:2])[c:3]1[cH:4][c:5]([C:6](=[O:7])[O:8][CH3:9])[cH:10][cH:11][c:12]1[O:13][S:31](=[O:30])(=[O:32])[C:34]([F:35])([F:36])[F:37]. Reactants: CC(C)(C)NCc1ccccc1, CC(C)P(=O)(Cl)Cl. Product: CC(C)P1(=O)c2ccccc2CN1C(C)(C)C. Reaction SMILES: [C:1]([CH3:2])([CH3:3])([CH3:4])[NH:5][CH2:6][c:7]1[cH:8][cH:9][cH:10][cH:11][cH:12]1.[CH:13]([CH3:14])([CH3:15])[P:16](=[O:17])([Cl:18])[Cl:19]>>[C:1]([CH3:2])([CH3:3])([CH3:4])[N:5]1[CH2:6][c:7]2[c:8]([cH:9][cH:10][cH:11][cH:12]2)[P:16]1([CH:13]([CH3:14])[CH3:15])=[O:17]. Yields the product COC(=O)C=Cc1ccc2c(c1)C(=O)CC1(CCN(CCc3ccc(C)cc3)CC1)O2. The reactants are Cc1ccc(CCBr)cc1, COC(=O)C=Cc1ccc2c(c1)C(=O)CC1(CCN(C(=O)OC(C)(C)C)CC1)O2. As a reaction SMILES: [Br:30][CH2:31][CH2:32][c:33]1[cH:34][cH:35][c:36]([CH3:39])[cH:37][cH:38]1.[CH3:1][O:2][C:3]([CH:4]=[CH:5][c:6]1[cH:7][c:8]2[c:13]([cH:14][cH:15]1)[O:12][C:11]1([CH2:10][C:9]2=[O:28])[CH2:16][CH2:17][N:18]([C:21]([O:22][C:23]([CH3:24])([CH3:25])[CH3:26])=[O:27])[CH2:19][CH2:20]1)=[O:29]>>[CH3:1][O:2][C:3]([CH:4]=[CH:5][c:6]1[cH:7][c:8]2[c:13]([cH:14][cH:15]1)[O:12][C:11]1([CH2:10][C:9]2=[O:28])[CH2:16][CH2:17][N:18]([CH2:21][CH2:32][c:33]2[cH:34][cH:35][c:36]([CH3:39])[cH:37][cH:38]2)[CH2:19][CH2:20]1)=[O:29]. Reactants: ice, FC1=CC=C(C=C1)NC(C(C)(C)C)=O (N-(4-fluorophenyl)-2,2-dimethylpropanamide), FC(C(=O)OCC)(F)F (ethyl trifluoroacetate), solution, C(CCC)[Li] (n-butyllithium), C([O-])([O-])=O.[Na+].[Na+] (sodium carbonate). Solvent: C1CCOC1 (THF), CCCCCC (hexane), O (water). Reaction conditions: time 40 minute. Yields the product NC1=C(C=C(C=C1)F)C(C(F)(F)F)=O (1-(2-Amino-5-fluorophenyl)-2,2,2-trifluoroethanone). RXN SMILES: [F:1][C:2]1[CH:7]=[CH:6][C:5]([NH:8]C(=O)C(C)(C)C)=[CH:4][CH:3]=1.C([Li])CCC.[F:20][C:21]([F:28])([F:27])[C:22](OCC)=[O:23].C(=O)([O-])[O-].[Na+].[Na+]>C1COCC1.CCCCCC.O>[NH2:8][C:5]1[CH:4]=[CH:3][C:2]([F:1])=[CH:7][C:6]=1[C:22](=[O:23])[C:21]([F:28])([F:27])[F:20] |f:3.4.5|. Reported procedure: To an ice-cooled solution of 4.0 g of N-(4-fluorophenyl)-2,2-dimethylpropanamide in 80 mL of dry THF was added dropwise over 30 min 30.8 mL of a 1.6 M solution of n-butyllithium in hexane. After addition was complete, the reaction mixture was stirred an additional 1 h at 0° after which time 5.63 mL of ethyl trifluoroacetate was added quickly dropwise. The cooling bath was removed and the reaction was allowed to proceed at ambient temperature for 40 min. The reaction was quenched by the addition ... The reactants are O=C1CCC(=O)N1Br, ClCCl, CS(=O)(=O)c1ccc(C(CC2CCCC2)C(=O)O)cc1, Nc1nccs1, c1ccc(P(c2ccccc2)c2ccccc2)cc1. Yields the product CS(=O)(=O)c1ccc(C(CC2CCCC2)C(=O)Nc2nccs2)cc1. Reaction SMILES: [Br:40][N:41]1[C:42](=[O:43])[CH2:44][CH2:45][C:46]1=[O:47].[CH2:54]([Cl:55])[Cl:56].[CH:1]1([CH2:6][CH:7]([C:8](=[O:9])[OH:10])[c:11]2[cH:12][cH:13][c:14]([S:17](=[O:18])(=[O:19])[CH3:20])[cH:15][cH:16]2)[CH2:2][CH2:3][CH2:4][CH2:5]1.[NH2:48][c:49]1[s:50][cH:51][cH:52][n:53]1.[c:21]1([P:22]([c:23]2[cH:24][cH:25][cH:26][cH:27][cH:28]2)[c:29]2[cH:30][cH:31][cH:32][cH:33][cH:34]2)[cH:35][cH:36][cH:37][cH:38][cH:39]1>>[CH:1]1([CH2:6][CH:7]([C:8](=[O:10])[NH:48][c:49]2[s:50][cH:51][cH:52][n:53]2)[c:11]2[cH:12][cH:13][c:14]([S:17](=[O:18])(=[O:19])[CH3:20])[cH:15][cH:16]2)[CH2:2][CH2:3][CH2:4][CH2:5]1. Starting materials: ( R ), FC=1C=C2[C@@]3(C(NC2=CC1)=O)C(C3)(C)C ((S)-5′-fluoro-2,2-dimethylspiro[cyclopropane-1,3′-indolin]-2′-one), COC(C1=CC(=CC(=C1)N1C(OCC1)=O)Br)=O (methyl-3-bromo-5-(2-oxooxazolidin-3-yl)benzoate), C([O-])([O-])=O.[K+].[K+] (potassium carbonate), CNCCNC (N,N′-dimethyl-ethane-1,2-diamine). The reagents and catalysts are [Cu]I (CuI). Run in C(C)#N (acetonitrile). Reaction conditions: temperature 90 celsius, time 16 hour. The product is COC(C1=CC(=CC(=C1)N1C(OCC1)=O)N1C([C@]2(C3=CC(=CC=C13)F)C(C2)(C)C)=O)=O ((S)-methyl-3-(5′-fluoro-2,2-dimethyl-2′-oxospiro[cyclopropane-1,3′-indoline]-1′-yl)-5-(2-oxooxazolidin-3-yl)benzoate). Isolated yield 56.5%. As a reaction SMILES: [F:1][C:2]1[CH:3]=[C:4]2[C:8](=[CH:9][CH:10]=1)[NH:7][C:6](=[O:11])[C@@:5]12[CH2:13][C:12]1([CH3:15])[CH3:14].[CH3:16][O:17][C:18](=[O:32])[C:19]1[CH:24]=[C:23]([N:25]2[CH2:29][CH2:28][O:27][C:26]2=[O:30])[CH:22]=[C:21](Br)[CH:20]=1.C(=O)([O-])[O-].[K+].[K+].CNCCNC>C(#N)C.[Cu]I>[CH3:16][O:17][C:18](=[O:32])[C:19]1[CH:24]=[C:23]([N:25]2[CH2:29][CH2:28][O:27][C:26]2=[O:30])[CH:22]=[C:21]([N:7]2[C:8]3[C:4](=[CH:3][C:2]([F:1])=[CH:10][CH:9]=3)[C@@:5]3([CH2:13][C:12]3([CH3:15])[CH3:14])[C:6]2=[O:11])[CH:20]=1 |f:2.3.4|. Procedure: A suspension of (R) and (S)-5′-fluoro-2,2-dimethylspiro[cyclopropane-1,3′-indolin]-2′-one (2 mmol) (prepared as in Example 100), methyl-3-bromo-5-(2-oxooxazolidin-3-yl)benzoate (682 mg, 2 mmol), CuI (76 mg, 0.4 mmol), potassium carbonate (545 mg, 4 mmol) and N,N′-dimethyl-ethane-1,2-diamine (86 uL, 0.8 mmol) in acetonitrile (15 mL) was stirred for 16 hours at 90° C. The precipitate was filtered off and washed with ethyl acetate. The filtrate was concentrated in vacuo to afford the title compound... The reactants are OC1=CC2=C(OCO2)C=C1 (5-Hydroxybenzo[1,3]dioxole), C(=O)([O-])[O-].[Cs+].[Cs+] (Cs2CO3), BrC(C(=O)OCC)C (ethyl 2-bromopropionate). The solvent is CN(C)C=O (DMF). Reaction conditions: temperature 90 celsius, time 16 hour. Yields the product C(C)OC(C(C)OC1=CC2=C(OCO2)C=C1)=O (2-(Benzo[1,3]dioxol-5-yloxy)propionic acid ethyl ester). As a reaction SMILES: [OH:1][C:2]1[CH:10]=[CH:9][C:5]2[O:6][CH2:7][O:8][C:4]=2[CH:3]=1.C([O-])([O-])=O.[Cs+].[Cs+].Br[CH:18]([CH3:24])[C:19]([O:21][CH2:22][CH3:23])=[O:20]>CN(C=O)C>[CH2:22]([O:21][C:19](=[O:20])[CH:18]([O:1][C:2]1[CH:10]=[CH:9][C:5]2[O:6][CH2:7][O:8][C:4]=2[CH:3]=1)[CH3:24])[CH3:23] |f:1.2.3|. Procedure: 5-Hydroxybenzo[1,3]dioxole (0.30 mol), Cs2CO3 (197.0 g, 0.61 mol), and ethyl 2-bromopropionate (54.3 g, 0.30 mol) were combined in anhydrous DMF (1000 mL) and stirred at 90° C. under an atmosphere of nitrogen. After 16 h, the DMF was removed in vacuo. The residue was dissolved in ethyl acetate (300 mL) and washed twice with water and once with brine, The organic layer was dried over Na2SO4 and concentrated in vacuo to produce an oil. Reactants: S(=O)(=O)(O)C1=C(C(=O)OC(C2=C(C=CC=C2)S(=O)(=O)O)=O)C=CC=C1 (2-sulfobenzoic acid anhydride), ethylene glycal ketal, C(C)(=O)C1=CC=2C(C3=CC=CC=C3SC2C=C1)(O)C1CCN(CC1)C (2-acetyl-9-(1-methyl-4-piperidyl)-9-thioxanthenol). Run in C(CC)(=O)O (propionic acid). Yields the product C(C)(=O)C1=CC=2C(C3=CC=CC=C3SC2C=C1)=C1CCN(CC1)C (4-(2-acetyl-9-thioxanthenylidene)-1-methyl-piperidine). As a reaction SMILES: [C:1]([C:4]1[CH:17]=[CH:16][C:15]2[S:14][C:13]3[C:8](=[CH:9][CH:10]=[CH:11][CH:12]=3)[C:7]([CH:19]3[CH2:24][CH2:23][N:22]([CH3:25])[CH2:21][CH2:20]3)(O)[C:6]=2[CH:5]=1)(=[O:3])[CH3:2].S(C1C=CC=CC=1C(OC(=O)C1C=CC=CC=1S(O)(=O)=O)=O)(O)(=O)=O>C(O)(=O)CC>[C:1]([C:4]1[CH:17]=[CH:16][C:15]2[S:14][C:13]3[C:8](=[CH:9][CH:10]=[CH:11][CH:12]=3)[C:7](=[C:19]3[CH2:24][CH2:23][N:22]([CH3:25])[CH2:21][CH2:20]3)[C:6]=2[CH:5]=1)(=[O:3])[CH3:2]. Procedure details: 140 grams of the ethylene glycal ketal of 2-acetyl-9-(1-methyl-4-piperidyl)-9-thioxanthenol (MP 206-208 degrees Centigrade) were heated for two hours under reflux with a mixture of 1500 milliliters of propionic acid and 100 grams of 2-sulfobenzoic acid anhydride. Thereafter the mixture was evaporated in vacuum, the residue dissolved in water and made alkaline. The base which separated out was extracted with ether, the ether phase dried over anhydrous potassium carbonate and evaporated until begi... Reactants: ClC1=C(C(=C(C=C1OC)OC)Cl)C=1C=C2C=NC(=NC2=CC1)N[C@H]1[C@H](CCCC1)NC(OC(C)(C)C)=O (tert-butyl ((1S,2R)-2-((6-(2,6-dichloro-3,5-dimethoxyphenyl)quinazolin-2-yl)amino)cyclohexyl)carbamate), C(=O)(C(F)(F)F)O (TFA). Run in ClCCl (dichloromethane). Conditions: time 60 minute. Yields the product ClC1=C(C(=C(C=C1OC)OC)Cl)C=1C=C2C=NC(=NC2=CC1)N[C@H]1[C@H](CCCC1)N ((1R,2S)—N1-(6-(2,6-dichloro-3,5-dimethoxyphenyl)quinazolin-2-yl)cyclohexane-1,2-diamine). RXN SMILES: [Cl:1][C:2]1[C:7]([O:8][CH3:9])=[CH:6][C:5]([O:10][CH3:11])=[C:4]([Cl:12])[C:3]=1[C:13]1[CH:14]=[C:15]2[C:20](=[CH:21][CH:22]=1)[N:19]=[C:18]([NH:23][C@@H:24]1[CH2:29][CH2:28][CH2:27][CH2:26][C@@H:25]1[NH:30]C(=O)OC(C)(C)C)[N:17]=[CH:16]2.C(O)(C(F)(F)F)=O>ClCCl>[Cl:12][C:4]1[C:5]([O:10][CH3:11])=[CH:6][C:7]([O:8][CH3:9])=[C:2]([Cl:1])[C:3]=1[C:13]1[CH:14]=[C:15]2[C:20](=[CH:21][CH:22]=1)[N:19]=[C:18]([NH:23][C@@H:24]1[CH2:29][CH2:28][CH2:27][CH2:26][C@@H:25]1[NH2:30])[N:17]=[CH:16]2. Procedure details: A mixture of tert-butyl ((1S,2R)-2-((6-(2,6-dichloro-3,5-dimethoxyphenyl)quinazolin-2-yl)amino)cyclohexyl)carbamate (67 mg, 0.12 mmol) and TFA (0.6 mL) in dichloromethane (0.6 mL) was stirred at room temperature for 60 minutes. LC-MS indicated complete consumption of SM. The reaction mixture was diluted with saturated NaHCO3 and then extracted with dichloromethane. The combined organic layers were dried by Na2SO4, filtered, concentrated to give (1R,2S)—N1-(6-(2,6-dichloro-3,5-dimethoxyphenyl)qui...